Dataset: the Open Reaction Database (ORD), a public repository of structured organic reaction records. Task: describe an organic reaction: reactants, conditions, products, and yield The reactants are C(C1=CC=CC=C1)OC(=O)N1CC2=CC=CC=C2CC1C(NCC(C1=CC=CC=C1)=O)=O (3-(2-oxo-2-phenyl-ethylcarbamoyl)-3,4-dihydro-1H-isoquinoline-2-carboxylic acid benzyl ester), C(C)(C)(C)OC(=O)N1CC2=CC=CC=C2CC1C(NCC(C1=CC=CC=C1)=O)=O (3-(2-oxo-2-phenyl-ethylcarbamoyl)-3,4-dihydro-1H-isoquinoline-2-carboxylic acid tert butyl ester), O=P(Cl)(Cl)Cl (POCl3). Product: C1(=CC=CC=C1)C1=CN=C(O1)C1NCC2=CC=CC=C2C1 (3-(5-Phenyl-oxazol-2-yl)-1,2,3,4-tetrahydro-isoquinoline). As a reaction SMILES: C(OC([N:11]1[CH:20]([C:21](=[O:32])[NH:22][CH2:23][C:24](=O)[C:25]2[CH:30]=[CH:29][CH:28]=[CH:27][CH:26]=2)[CH2:19][C:18]2[C:13](=[CH:14][CH:15]=[CH:16][CH:17]=2)[CH2:12]1)=O)C1C=CC=CC=1.C(OC(N1C(C(=O)NCC(=O)C2C=CC=CC=2)CC2C(=CC=CC=2)C1)=O)(C)(C)C.O=P(Cl)(Cl)Cl>>[C:25]1([C:24]2[O:32][C:21]([CH:20]3[CH2:19][C:18]4[C:13](=[CH:14][CH:15]=[CH:16][CH:17]=4)[CH2:12][NH:11]3)=[N:22][CH:23]=2)[CH:26]=[CH:27][CH:28]=[CH:29][CH:30]=1. Procedure details: Dehydration of 3-(2-oxo-2-phenyl-ethylcarbamoyl)-3,4-dihydro-1H-isoquinoline-2-carboxylic acid benzyl ester (prepared in a similar manner as 3-(2-oxo-2-phenyl-ethylcarbamoyl)-3,4-dihydro-1H-isoquinoline-2-carboxylic acid tert butyl ester of Example 1) with POCl3 yields the following intermediate compound: Reactants: ClC=1C=NC(NC1)=O (5-chloropyrimidin-2-one), BrCC(=O)C1=C(C=CC=C1)OC (2-bromo-2'-methoxyacetophenone). The solvent is C(C)N(CC)CC (triethylamine), C(C)O (ethanol). Yields the product ClC=1C=NC(N(C1)CC(=O)C1=C(C=CC=C1)OC)=O (5-Chloro-1-(2-methoxyphenacyl)pyrimidin-2-one). Yield: 30.0%. RXN SMILES: [Cl:1][C:2]1[CH:3]=[N:4][C:5](=[O:8])[NH:6][CH:7]=1.Br[CH2:10][C:11]([C:13]1[CH:18]=[CH:17][CH:16]=[CH:15][C:14]=1[O:19][CH3:20])=[O:12]>C(N(CC)CC)C.C(O)C>[Cl:1][C:2]1[CH:3]=[N:4][C:5](=[O:8])[N:6]([CH2:10][C:11]([C:13]2[CH:18]=[CH:17][CH:16]=[CH:15][C:14]=2[O:19][CH3:20])=[O:12])[CH:7]=1. Procedure: A solution of 5-chloropyrimidin-2-one (541 mg) and 2-bromo-2'-methoxyacetophenone (954 mg) in triethylamine (1 ml) and ethanol (25 ml) was stirred at ambient temperature for 31/2 hours. After evaporation of solvents, the residue was dissolved in ethyl acetate (150 ml) and this solution was washed with water (50 ml) and brine (25 ml), dried (MgSO4) and evaporated to give a foam. This was purified by preparative thin-layer chromatography on silica, developed in chloroform, then chloroform-ethanol ... Reactants: OC1=NC=CC(=C1)Br (2-hydroxy-4-bromopyridine), [OH-].[K+] (KOH), Cl (HCl), CN(C)CCCl (N,N-dimethylaminoethylchloride). Solvent: CS(=O)C (DMSO), O (water). Conditions: time 10 minute. Product: BrC1=CC(N(C=C1)CCN(C)C)=O (4-bromo-1-(2-(dimethylamino)ethyl)pyridin-2(1H)-one). Isolated yield 72.0%. RXN SMILES: [OH:1][C:2]1[CH:7]=[C:6]([Br:8])[CH:5]=[CH:4][N:3]=1.[OH-].[K+].[CH3:11][N:12]([CH2:14][CH2:15]Cl)[CH3:13].Cl>CS(C)=O.O>[Br:8][C:6]1[CH:5]=[CH:4][N:3]([CH2:15][CH2:14][N:12]([CH3:13])[CH3:11])[C:2](=[O:1])[CH:7]=1 |f:1.2|. Procedure: To a solution of 2-hydroxy-4-bromopyridine (0.10 g, 0.57 mmol) in DMSO (1.0 mL) was added KOH (0.13 g, 2.29 mmol) and the resulting reaction mixture was stirred for 10 min at room temperature followed by addition of N,N-dimethylaminoethylchloride.HCl (0.098 g, 0.68 mmol). The reaction mixture was then stirred at 40° C. for 1 h. After the completion of reaction (TLC monitoring), water was added to the reaction and extracted with EtOAc (3×25 mL). The combined organics was washed with brine, dried ... Starting materials: O=C([O-])[O-], CC#N, Cl, CCCI, [K+], [K+], N#Cc1cccc(N2CCNCC2)c1C(F)(F)F. Yields the product CCCN1CCN(c2cccc(C#N)c2C(F)(F)F)CC1. RXN SMILES: [C:19](=[O:20])([O-:21])[O-:22].[CH3:30][C:31]#[N:32].[ClH:29].[I:25][CH2:26][CH2:27][CH3:28].[K+:23].[K+:24].[N:1]1([c:7]2[c:8]([C:15]([F:16])([F:17])[F:18])[c:9]([C:10]#[N:11])[cH:12][cH:13][cH:14]2)[CH2:2][CH2:3][NH:4][CH2:5][CH2:6]1>>[N:1]1([c:7]2[c:8]([C:15]([F:16])([F:17])[F:18])[c:9]([C:10]#[N:11])[cH:12][cH:13][cH:14]2)[CH2:2][CH2:3][N:4]([CH2:26][CH2:27][CH3:28])[CH2:5][CH2:6]1. Reactants: [H][H] (hydrogen), C(#N)C=1C=NC=CC1 (3-cyanopyridine), NC1=CC=CC=C1 (aniline). The reagents and catalysts are [Rh] (rhodium on carbon). Reaction conditions: time 13 hour. Yields the product C1(=CC=CC=C1)NCC=1C=NC=CC1 (N-phenyl-N-(3-pyridylmethyl)amine). As a reaction SMILES: [C:1]([C:3]1[CH:4]=[N:5][CH:6]=[CH:7][CH:8]=1)#[N:2].N[C:10]1[CH:15]=[CH:14][CH:13]=[CH:12][CH:11]=1.[H][H]>[Rh]>[C:10]1([NH:2][CH2:1][C:3]2[CH:4]=[N:5][CH:6]=[CH:7][CH:8]=2)[CH:15]=[CH:14][CH:13]=[CH:12][CH:11]=1. Reported procedure: A mixture of 3-cyanopyridine (10.4 g), aniline (101.8 g) and a 5% rhodium on carbon catalyst (1.0 g) was treated with hydrogen at 60 psig 30 deg C. for 13 hours in a rocking autoclave. The catalyst was removed by filtration and the filtrate analyzed by glc to show 3.7 g of N-phenyl-N-(3-pyridylmethyl)amine. Reactants: CC1=C(NC2=C1C(N(CC2)CCN2CCCC2)=O)C=O (3-methyl-4-oxo-5-(2-pyrrolidin-1-yl-ethyl)-4,5,6,7-tetrahydro-1H-pyrrolo[3,2-c]pyridine-2-carbaldehyde), BrC=1C=C2C(=NC1)NC(C2)=O (5-bromo-1,3-dihydro-pyrrolo[2,3-b]pyridin-2-one). Yields the product BrC=1C=C2C(=NC1)NC(C2=CC2=C(C=1C(N(CCC1N2)CCN2CCCC2)=O)C)=O (2-(5-bromo-2-oxo-1,2-dihydro-pyrrolo[2,3-b]pyridin-3-ylidenemethyl)-3-methyl-5-(2-pyrrolidin-1-yl-ethyl)-1,5,6,7-tetrahydro-pyrrolo[3,2-c]pyridin-4-one). Yield: 37.0%. As a reaction SMILES: [CH3:1][C:2]1[C:6]2[C:7](=[O:18])[N:8]([CH2:11][CH2:12][N:13]3[CH2:17][CH2:16][CH2:15][CH2:14]3)[CH2:9][CH2:10][C:5]=2[NH:4][C:3]=1[CH:19]=O.[Br:21][C:22]1[CH:23]=[C:24]2[CH2:30][C:29](=[O:31])[NH:28][C:25]2=[N:26][CH:27]=1>>[Br:21][C:22]1[CH:23]=[C:24]2[C:30](=[CH:19][C:3]3[NH:4][C:5]4[CH2:10][CH2:9][N:8]([CH2:11][CH2:12][N:13]5[CH2:14][CH2:15][CH2:16][CH2:17]5)[C:7](=[O:18])[C:6]=4[C:2]=3[CH3:1])[C:29](=[O:31])[NH:28][C:25]2=[N:26][CH:27]=1. Reported procedure: The title compound was prepared under the same conditions as described in Example 13 with 3-methyl-4-oxo-5-(2-pyrrolidin-1-yl-ethyl)-4,5,6,7-tetrahydro-1H-pyrrolo[3,2-c]pyridine-2-carbaldehyde and 5-bromo-1,3-dihydro-pyrrolo[2,3-b]pyridin-2-one as starting materials to give 2-(5-bromo-2-oxo-1,2-dihydro-pyrrolo[2,3-b]pyridin-3-ylidenemethyl)-3-methyl-5-(2-pyrrolidin-1-yl-ethyl)-1,5,6,7-tetrahydro-pyrrolo[3,2-c]pyridin-4-one (35 mg, 37.0%) as a yellow solid. The reactants are CO, N=C1NC(=N)c2ccccc21, N=C1CSC(=O)N1, OCCO. The product is N=C1NC(=O)SC1=C1NC(=N)c2ccccc21. RXN SMILES: [CH3:23][OH:24].[NH:8]=[C:9]1[NH:10][C:11](=[NH:18])[c:12]2[cH:13][cH:14][cH:15][cH:16][c:17]21.[O:1]=[C:2]1[S:3][CH2:4][C:5](=[NH:7])[NH:6]1.[OH:19][CH2:20][CH2:21][OH:22]>>[O:1]=[C:2]1[S:3][C:4](=[C:11]2[NH:10][C:9](=[NH:8])[c:17]3[c:12]2[cH:13][cH:14][cH:15][cH:16]3)[C:5](=[NH:7])[NH:6]1.